This data is from the Open Reaction Database (ORD), a public repository of structured organic reaction records. The task is: describe an organic reaction: reactants, conditions, products, and yield The reactants are BrC=1C=CC2=C(C=C(CCCCN2CC(C)C)C(=O)OC)C1 (methyl 9-bromo-1-isobutyl-2,3,4,5-tetrahydro-1H-1-benzoazonin-6-carboxylate), C(CCC)OCCOC1=CC=C(C=C1)OB(O)O (4-(2-butoxyethoxy)phenyl boric acid), C([O-])([O-])=O.[K+].[K+] (potassium carbonate). The reagents and catalysts are C=1C=CC(=CC1)[P](C=2C=CC=CC2)(C=3C=CC=CC3)[Pd]([P](C=4C=CC=CC4)(C=5C=CC=CC5)C=6C=CC=CC6)([P](C=7C=CC=CC7)(C=8C=CC=CC8)C=9C=CC=CC9)[P](C=1C=CC=CC1)(C=1C=CC=CC1)C=1C=CC=CC1 (tetrakis(triphenylphosphine)palladium). Run in O (water), C1(=CC=CC=C1)C (toluene), C(C)O (ethanol), O (water). Reaction conditions: time 1 hour. Product: C(CCC)OCCOC1=CC=C(C=C1)C=1C=CC2=C(C=C(CCCCN2CC(C)C)C(=O)OC)C1 (methyl 9-(4-(2-butoxyethoxy)phenyl)-1-isobutyl-2,3,4,5-tetrahydro-1H-1-benzoazonin-6-carboxylate). Isolated yield 98.2%. Reaction SMILES: Br[C:2]1[CH:3]=[CH:4][C:5]2[N:13]([CH2:14][CH:15]([CH3:17])[CH3:16])[CH2:12][CH2:11][CH2:10][CH2:9][C:8]([C:18]([O:20][CH3:21])=[O:19])=[CH:7][C:6]=2[CH:22]=1.[CH2:23]([O:27][CH2:28][CH2:29][O:30][C:31]1[CH:36]=[CH:35][C:34](OB(O)O)=[CH:33][CH:32]=1)[CH2:24][CH2:25][CH3:26].C(=O)([O-])[O-].[K+].[K+]>C1(C)C=CC=CC=1.C(O)C.O.C1C=CC([P]([Pd]([P](C2C=CC=CC=2)(C2C=CC=CC=2)C2C=CC=CC=2)([P](C2C=CC=CC=2)(C2C=CC=CC=2)C2C=CC=CC=2)[P](C2C=CC=CC=2)(C2C=CC=CC=2)C2C=CC=CC=2)(C2C=CC=CC=2)C2C=CC=CC=2)=CC=1>[CH2:23]([O:27][CH2:28][CH2:29][O:30][C:31]1[CH:32]=[CH:33][C:34]([C:2]2[CH:3]=[CH:4][C:5]3[N:13]([CH2:14][CH:15]([CH3:17])[CH3:16])[CH2:12][CH2:11][CH2:10][CH2:9][C:8]([C:18]([O:20][CH3:21])=[O:19])=[CH:7][C:6]=3[CH:22]=2)=[CH:35][CH:36]=1)[CH2:24][CH2:25][CH3:26] |f:2.3.4,^1:61,63,82,101|. Reported procedure: A suspension of methyl 9-bromo-1-isobutyl-2,3,4,5-tetrahydro-1H-1-benzoazonin-6-carboxylate (2.1 g) and 4-(2-butoxyethoxy)phenyl boric acid (1.77 g) and potassium carbonate (2.06 g) in toluene (25 ml), ethanol (2.5 ml) and water (2.5 ml) was stirred under argon atmosphere for 1 hour, and then tetrakis(triphenylphosphine)palladium (332 mg) was added. The mixture was refluxed for 5 hours. After returning to room temperature, water was added and the mixture was extracted with ethyl acetate. The org... The reactants are FC1=C(C(=CC=C1)F)N1C(NCC2=C1N=C(N=C2C=2C=C(C(=O)NC)C=CC2C)S(=O)(=O)C)=O (3-[8-(2,6-difluorophenyl)-2-(methylsulfonyl)-7-oxo-5,6,7,8-tetrahydropyrimido[4,5-d]pyrimidin-4-yl]-N,4-dimethylbenzamide), NCCCNC(C)(C)C ((3-aminopropyl)(1,1-dimethylethyl)amine). The solvent is C1CCOC1 (THF). Run at time 2 day. Product: [NH4+].[OH-] (NH4OH), FC1=C(C(=CC=C1)F)N1C(NCC2=C1N=C(N=C2C=2C=C(C(=O)NC)C=CC2C)NCCCNC(C)(C)C)=O (3-[8-(2,6-difluorophenyl)-2-({3-[(1,1-dimethylethyl)amino]propyl]amino)-7-oxo-5,6,7,8-tetrahydropyrimido[4,5-d]pyrimidin-4-yl}-N,4-dimethylbenzamide). Reaction SMILES: [F:1][C:2]1[CH:7]=[CH:6][CH:5]=[C:4]([F:8])[C:3]=1[N:9]1[C:14]2[N:15]=[C:16](S(C)(=O)=O)[N:17]=[C:18]([C:19]3[CH:20]=[C:21]([CH:26]=[CH:27][C:28]=3[CH3:29])[C:22]([NH:24][CH3:25])=[O:23])[C:13]=2[CH2:12][NH:11][C:10]1=[O:34].[NH2:35][CH2:36][CH2:37][CH2:38][NH:39][C:40]([CH3:43])([CH3:42])[CH3:41]>C1COCC1>[NH4+:9].[OH-:23].[F:1][C:2]1[CH:7]=[CH:6][CH:5]=[C:4]([F:8])[C:3]=1[N:9]1[C:14]2[N:15]=[C:16]([NH:35][CH2:36][CH2:37][CH2:38][NH:39][C:40]([CH3:43])([CH3:42])[CH3:41])[N:17]=[C:18]([C:19]3[CH:20]=[C:21]([CH:26]=[CH:27][C:28]=3[CH3:29])[C:22]([NH:24][CH3:25])=[O:23])[C:13]=2[CH2:12][NH:11][C:10]1=[O:34] |f:3.4|. Reported procedure: 3-[8-(2,6-difluorophenyl)-2-(methylsulfonyl)-7-oxo-5,6,7,8-tetrahydropyrimido[4,5-d]pyrimidin-4-yl]-N,4-dimethylbenzamide (0.036 g, 0.074 mmol) was dissolved in THF (5 mL) and (3-aminopropyl)(1,1-dimethylethyl)amine (0.045 g, 0.37 mmol) was added. The reaction was stirred under argon for 2 days. The solvents were pumped off in vacuo, and the residue was flash chromatographed on silica gel (15 g) eluted with CH2Cl2 to 6:0.5:0.05, CH2Cl2:ethanol:NH4OH to give the title compound as a white amorphou... Reactants: C(CC1=CC=CC=C1)NC(=S)N (phenethyl-thiourea), BrCC(C(=O)O)=O (3-bromo-2-oxo-propionic acid). Run in CO (methanol). Yields the product C(CC1=CC=CC=C1)NC=1SC=C(N1)C(=O)O (2-Phenethylamino-thiazole-4-carboxylic acid). Yield: 94.8%. As a reaction SMILES: [CH2:1]([NH:9][C:10]([NH2:12])=[S:11])[CH2:2][C:3]1[CH:8]=[CH:7][CH:6]=[CH:5][CH:4]=1.Br[CH2:14][C:15](=O)[C:16]([OH:18])=[O:17]>CO>[CH2:1]([NH:9][C:10]1[S:11][CH:14]=[C:15]([C:16]([OH:18])=[O:17])[N:12]=1)[CH2:2][C:3]1[CH:8]=[CH:7][CH:6]=[CH:5][CH:4]=1. Procedure details: 2-Phenethylamino-thiazole-4-carboxylic acid (235 mg) was prepared according to General Procedure B using phenethyl-thiourea (180 mg) and 3-bromo-2-oxo-propionic acid (167 mg) in methanol (2 mL). The crude product was used in a subsequent step without further purification.